This data is from the Open Reaction Database (ORD), a public repository of structured organic reaction records. The task is: describe an organic reaction: reactants, conditions, products, and yield Reactants: C(CCC)C=1N(C(NN1)=O)CC1=CC=C(C=C1)C1=C(C=CC=C1)C1=NN=NN1C(C1=CC=CC=C1)(C1=CC=CC=C1)C1=CC=CC=C1 (5-n-Butyl-2,4-dihydro-4-[[2'-(N-trityltetrazol-5-yl)biphenyl-4-yl]methyl]-3H-1,2,4-triazol-3-one), C1(=CC=CC=C1)SCCl (chloromethyl phenyl sulfide). Yields the product C(CCC)C=1N(C(N(N1)CSC1=CC=CC=C1)=O)CC1=CC=C(C=C1)C1=C(C=CC=C1)C1=NN=NN1C(C1=CC=CC=C1)(C1=CC=CC=C1)C1=CC=CC=C1 (5-n-Butyl-2,4-dihydro-2-(phenylthiomethyl)-4-[[2'-(N-trityltetrazol-5-yl)biphenyl-4-yl]methyl]-3H-1,2,4-triazol-3-one). The yield is 17.0%. As a reaction SMILES: [CH2:1]([C:5]1[N:6]([CH2:11][C:12]2[CH:17]=[CH:16][C:15]([C:18]3[CH:23]=[CH:22][CH:21]=[CH:20][C:19]=3[C:24]3[N:28]([C:29]([C:42]4[CH:47]=[CH:46][CH:45]=[CH:44][CH:43]=4)([C:36]4[CH:41]=[CH:40][CH:39]=[CH:38][CH:37]=4)[C:30]4[CH:35]=[CH:34][CH:33]=[CH:32][CH:31]=4)[N:27]=[N:26][N:25]=3)=[CH:14][CH:13]=2)[C:7](=[O:10])[NH:8][N:9]=1)[CH2:2][CH2:3][CH3:4].[C:48]1([S:54][CH2:55]Cl)[CH:53]=[CH:52][CH:51]=[CH:50][CH:49]=1>>[CH2:1]([C:5]1[N:6]([CH2:11][C:12]2[CH:13]=[CH:14][C:15]([C:18]3[CH:23]=[CH:22][CH:21]=[CH:20][C:19]=3[C:24]3[N:28]([C:29]([C:36]4[CH:37]=[CH:38][CH:39]=[CH:40][CH:41]=4)([C:30]4[CH:31]=[CH:32][CH:33]=[CH:34][CH:35]=4)[C:42]4[CH:47]=[CH:46][CH:45]=[CH:44][CH:43]=4)[N:27]=[N:26][N:25]=3)=[CH:16][CH:17]=2)[C:7](=[O:10])[N:8]([CH2:55][S:54][C:48]2[CH:53]=[CH:52][CH:51]=[CH:50][CH:49]=2)[N:9]=1)[CH2:2][CH2:3][CH3:4]. Procedure: The alkylation of 5-n-butyl-2,4-dihydro-4-[[2'-(N-trityltetrazol-5-yl)biphenyl-4-yl]methyl]-3H-1,2,4-triazol-3-one (from Example 2, Step D) with chloromethyl phenyl sulfide was carried out as described in Example 3, Step A, except that only 5 equivalents of the alkylating agent was used. After work-up, the residue was flash chromatographed over silica gel (25 mL for 0.162 mole, gradient elution using 0.25-1.0% MeOH/CH2Cl2) to give the desired material as a colorless oil in 17% yield, homogeneous... The reactants are CCO, COc1cc(C(C)C)c(Oc2cnc(N)nc2N)cc1[N+](=O)[O-]. Yields the product COc1cc(C(C)C)c(Oc2cnc(N)nc2N)cc1N. RXN SMILES: [CH3:24][CH2:25][OH:26].[CH:1]([CH3:2])([CH3:3])[c:4]1[c:5]([O:6][c:7]2[c:8]([NH2:14])[n:9][c:10]([NH2:13])[n:11][cH:12]2)[cH:15][c:16]([N+:21]([O-:22])=[O:23])[c:17]([O:19][CH3:20])[cH:18]1>>[CH:1]([CH3:2])([CH3:3])[c:4]1[c:5]([O:6][c:7]2[c:8]([NH2:14])[n:9][c:10]([NH2:13])[n:11][cH:12]2)[cH:15][c:16]([NH2:21])[c:17]([O:19][CH3:20])[cH:18]1. The reactants are COC(=O)c1cc(C(=O)OC)cc(N(C)S(C)(=O)=O)c1, CO, Cl, [K+], C1CCOC1, [OH-], O. Product: COC(=O)c1cc(C(=O)O)cc(N(C)S(C)(=O)=O)c1. Reaction SMILES: [CH3:1][N:2]([c:3]1[cH:4][c:5]([C:13](=[O:14])[O:15][CH3:16])[cH:6][c:7]([C:8](=[O:9])[O:10][CH3:11])[cH:12]1)[S:17](=[O:18])(=[O:19])[CH3:20].[CH3:23][OH:24].[ClH:25].[K+:22].[O:27]1[CH2:28][CH2:29][CH2:30][CH2:31]1.[OH-:21].[OH2:26]>>[CH3:1][N:2]([c:3]1[cH:4][c:5]([C:13](=[O:14])[O:15][CH3:16])[cH:6][c:7]([C:8](=[O:9])[OH:10])[cH:12]1)[S:17](=[O:18])(=[O:19])[CH3:20]. The reactants are C(C1=CC=CC=C1)N1CC(C(C1)C=O)CN1CCC(CC1)C1=CC=C(C=C1)F (1-benzyl-3-(RS)-(4-(4-fluorophenyl)piperidinylmethyl)-4-(SR)-formylpyrrolidine), C(CO)O (ethyleneglycol), CC=1C=CC(=CC1)S(=O)(=O)O.O (TsOH.H2O). The solvent is C1=CC=CC=C1 (benzene), CCOCC (ether). The product is C1(=CC=CC2=CC=CC=C12)C(=O)N1CC(C(C1)C1OCCO1)CN1CCC(CC1)C1=CC=C(C=C1)F (1-(1-Naphthoyl)-3-(RS)-(4-(4-fluorophenyl)piperidinylmethyl)-4-(SR)-(1,3-dioxolan-2-yl)pyrrolidine). As a reaction SMILES: [CH2:1]([N:8]1[CH2:12][CH:11]([CH:13]=[O:14])[CH:10]([CH2:15][N:16]2[CH2:21][CH2:20][CH:19]([C:22]3[CH:27]=[CH:26][C:25]([F:28])=[CH:24][CH:23]=3)[CH2:18][CH2:17]2)[CH2:9]1)[C:2]1[CH:7]=[CH:6][CH:5]=[CH:4][CH:3]=1.[CH2:29]([OH:32])[CH2:30]O.[CH3:33][C:34]1C=CC(S(O)(=O)=O)=[CH:38][CH:39]=1.[OH2:44]>C1C=CC=CC=1.CCOCC>[C:2]1([C:1]([N:8]2[CH2:12][CH:11]([CH:13]3[O:32][CH2:29][CH2:30][O:14]3)[CH:10]([CH2:15][N:16]3[CH2:17][CH2:18][CH:19]([C:22]4[CH:23]=[CH:24][C:25]([F:28])=[CH:26][CH:27]=4)[CH2:20][CH2:21]3)[CH2:9]2)=[O:44])[C:7]2[C:6](=[CH:33][CH:34]=[CH:39][CH:38]=2)[CH:5]=[CH:4][CH:3]=1 |f:2.3|. Reported procedure: A solution of 0.046 g (0.104 mmol) of 1-benzyl-3-(RS)-(4-(4-fluorophenyl)piperidinylmethyl)-4-(SR)-formylpyrrolidine, 0.058 mL (1.04 mmol) of ethyleneglycol and 0.047 g (0.25 mmol) of TsOH.H2O in 5 mL of benzene was heated at reflux for 2 h. The reaction mixture was cooled to rt and diluted with ether. The reaction mixture was washed twice with sat'd NaHCO3 solution, dried over Na2SO4, filtered and the filtrate was concentrated. The residue was purified by chromatography (silica, MeOH:CH2Cl2, 5:...